Dataset: the Open Reaction Database (ORD), a public repository of structured organic reaction records. Task: describe an organic reaction: reactants, conditions, products, and yield Starting materials: IC=1C(=C(C=C(C=O)C1)OC)O (5-iodovanillin), C(C)O (Ethanol), C(=O)([O-])[O-].[K+].[K+] (K2CO3), C(C)OC(CBr)=O (ethylbromoacetate). Solvent: CC(=O)C (acetone). Yields the product IC1=C(OCC(=O)OCC)C(=CC(=C1)C=O)OC (Ethyl 2-(2 iodo-4-formyl-6-methoxyphenoxy)acetate). Isolated yield 48.8%. Reaction SMILES: [I:1][C:2]1[C:3]([OH:12])=[C:4]([O:10][CH3:11])[CH:5]=[C:6]([CH:9]=1)[CH:7]=[O:8].C([O-])([O-])=O.[K+].[K+].[CH2:19]([O:21][C:22](=[O:25])[CH2:23]Br)[CH3:20].C(O)C>CC(C)=O>[I:1][C:2]1[CH:9]=[C:6]([CH:7]=[O:8])[CH:5]=[C:4]([O:10][CH3:11])[C:3]=1[O:12][CH2:23][C:22]([O:21][CH2:19][CH3:20])=[O:25] |f:1.2.3|. Procedure: The compound was prepared according to general procedure E with 5-iodovanillin (1.8 mmol) in dry acetone (25 ml), anhydrous K2CO3 (2.4 mmol), and ethylbromoacetate (2.7 mmol) at reflux for 1 h15. Ethanol was added and evaporated by azeotropic distillation with ethylbromoacetate. 673 mg of crude product were obtained and purified by silica gel chromatography (eluent dichloromethane). 320 mg of purified compound were obtained (49% yield). 1H NMR (250 MHz, CD3COCD3): δ 1.28 (t, J=7.2 Hz, 3H), 3.97 ... Reactants: Cc1ccccc1, COCCN(CC1CC1C)c1cc(-c2nnc(C(C)(Cc3ccccc3)NC(=O)OC(C)(C)C)o2)c(Cl)c(NS(C)(=O)=O)n1, CC(C)OC(=O)N=NC(=O)OC(C)C, OCc1ccccn1, c1ccc(P(c2ccccc2)c2ccccc2)cc1. The product is COCCN(CC1CC1C)c1cc(-c2nnc(C(C)(Cc3ccccc3)NC(=O)OC(C)(C)C)o2)c(Cl)c(N(Cc2ccccn2)S(C)(=O)=O)n1. As a reaction SMILES: [CH3:86][c:87]1[cH:88][cH:89][cH:90][cH:91][cH:92]1.[Cl:1][c:2]1[c:3]([NH:40][S:41](=[O:42])(=[O:43])[CH3:44])[n:4][c:5]([N:30]([CH2:31][CH:32]2[CH:33]([CH3:35])[CH2:34]2)[CH2:36][CH2:37][O:38][CH3:39])[cH:6][c:7]1-[c:8]1[n:9][n:10][c:11]([C:13]([CH2:14][c:15]2[cH:16][cH:17][cH:18][cH:19][cH:20]2)([CH3:21])[NH:22][C:23]([O:24][C:25]([CH3:26])([CH3:27])[CH3:28])=[O:29])[o:12]1.[O:72]=[C:73]([O:74][CH:75]([CH3:76])[CH3:77])[N:78]=[N:79][C:80]([O:81][CH:82]([CH3:83])[CH3:84])=[O:85].[OH:45][CH2:46][c:47]1[n:48][cH:49][cH:50][cH:51][cH:52]1.[c:53]1([P:54]([c:55]2[cH:56][cH:57][cH:58][cH:59][cH:60]2)[c:61]2[cH:62][cH:63][cH:64][cH:65][cH:66]2)[cH:67][cH:68][cH:69][cH:70][cH:71]1>>[Cl:1][c:2]1[c:3]([N:40]([S:41](=[O:42])(=[O:43])[CH3:44])[CH2:46][c:47]2[n:48][cH:49][cH:50][cH:51][cH:52]2)[n:4][c:5]([N:30]([CH2:31][CH:32]2[CH:33]([CH3:35])[CH2:34]2)[CH2:36][CH2:37][O:38][CH3:39])[cH:6][c:7]1-[c:8]1[n:9][n:10][c:11]([C:13]([CH2:14][c:15]2[cH:16][cH:17][cH:18][cH:19][cH:20]2)([CH3:21])[NH:22][C:23]([O:24][C:25]([CH3:26])([CH3:27])[CH3:28])=[O:29])[o:12]1. Reaction SMILES: [CH3:1][O:2][C:3]1[CH:12]=[CH:11][C:10]([O:13][CH3:14])=[C:9]2[C:4]=1[CH2:5][CH2:6][C:7](=[O:15])[CH2:8]2.Br[CH2:17][C:18]([O:20]CC)=[O:19]>C1(C)C=CC=CC=1.C1C=CC=CC=1.[Zn]>[CH3:1][O:2][C:3]1[CH:12]=[CH:11][C:10]([O:13][CH3:14])=[C:9]2[C:4]=1[CH2:5][CH2:6][C:7]([OH:15])([CH2:17][C:18]([OH:20])=[O:19])[CH2:8]2 |f:2.3|. The product is COC1=C2CCC(CC2=C(C=C1)OC)(CC(=O)O)O (5,8-dimethoxy-1,2,3,4-tetrahydro-2-hydroxy-2-naphthaleneacetic acid). Reagents/catalysts: [Zn] (zinc). The solvent is C1(=CC=CC=C1)C.C1=CC=CC=C1 (toluene benzene). Procedure details: A fifth of a solution of 20.6 g of 3,4-dihydro-5,8-dimethoxy-2(1H)-naphthalenone and 18.4 g of ethyl bromoacetate in 100 ml of toluene/benzene (1:1) was added to 7.4 g of activated zinc dust. An exothermic reaction set in after heating to reflux for a few minutes. The remainder of the solution was then added dropwise within 10 minutes. The reaction mixture was then heated to reflux for 11/2 hours, cooled and partitioned between 300 ml of benzene and 300 ml of 3N aqueous sulfuric acid. The organi... Starting materials: COC1=C2CCC(CC2=C(C=C1)OC)=O (3,4-dihydro-5,8-dimethoxy-2(1H)-naphthalenone), BrCC(=O)OCC (ethyl bromoacetate). Reactants: [NH4+].[Cl-] (salmiac), [NH4+].[Cl-] (salmiac), N (NH3), C(CC(O)(C(=O)O)CC(=O)O)(=O)O (citric acid). Run in O (water). Product: C(CC(O)(C(=O)[O-])CC(=O)[O-])(=O)[O-].[NH4+].[NH4+].[NH4+] (Ammonium Citrate). As a reaction SMILES: [C:1]([OH:13])(=[O:12])[CH2:2][C:3]([CH2:8][C:9]([OH:11])=[O:10])([C:5]([OH:7])=[O:6])[OH:4].[NH4+:14].[Cl-].N>O>[C:1]([O-:13])(=[O:12])[CH2:2][C:3]([CH2:8][C:9]([O-:11])=[O:10])([C:5]([O-:7])=[O:6])[OH:4].[NH4+:14].[NH4+:14].[NH4+:14] |f:1.2,5.6.7.8|. Procedure details: 930 g of citric acid was dissolved in 2 l of deionized water and a salmiac solution containing 25 wt.-% of NH3 was added until a pH of 6.8 was reached (approximately one liter of the salmiac solution was used for the purpose). Reactants: C(C)OC(NCCC=1OC(=CC1)C)=O (Ethyl[2-(5-methylfuran-2-yl)ethyl]carbamate), O (water), [H-].[Na+] (sodium hydride), BrCC(=O)OCC (Ethyl bromoacetate). The solvent is CN(C)C=O (DMF). Product: C(C)OC(CN(CCC=1OC(=CC1)C)C(=O)OCC)=O (Ethyl{ethoxycarbonyl[2-(5-methylfuran-2-yl)ethyl]amino}acetate). Isolated yield 95.8%. Reaction SMILES: [CH2:1]([O:3][C:4](=[O:14])[NH:5][CH2:6][CH2:7][C:8]1[O:9][C:10]([CH3:13])=[CH:11][CH:12]=1)[CH3:2].[H-].[Na+].Br[CH2:18][C:19]([O:21][CH2:22][CH3:23])=[O:20].O>CN(C=O)C>[CH2:22]([O:21][C:19](=[O:20])[CH2:18][N:5]([C:4]([O:3][CH2:1][CH3:2])=[O:14])[CH2:6][CH2:7][C:8]1[O:9][C:10]([CH3:13])=[CH:11][CH:12]=1)[CH3:23] |f:1.2|. Procedure details: Ethyl[2-(5-methylfuran-2-yl)ethyl]carbamate (0.60 g) prepared in the step 3 was dissolved in 6 mL of DMF, 0.15 g of 60% sodium hydride was slowly added thereto with stirring and ice-cooling and the mixture was stirred at room temperature for 1 hour more. Ethyl bromoacetate (0.40 g) was slowly dropped into the reaction solution under cooling with ice and the mixture was made back to room temperature followed by stirring overnight. The reaction solution was poured over 20 mL of water followed by e...